This data is from the Open Reaction Database (ORD), a public repository of structured organic reaction records. The task is: describe an organic reaction: reactants, conditions, products, and yield Reactants: resin, Cl (HCl), CN(C(CCC(=O)O)=O)CC#CCN1CCCC1 (N-Methyl-N-[4-(1-pyrrolidinyl)-2-butynyl]-3-carboxypropanamide), CO (MeOH). Conditions: time 8 hour. Yields the product CN(C(CCC(=O)OC)=O)CC#CCN1CCCC1 (N-Methyl-N-[4-(1-pyrrolidinyl)-2-butynyl]-3-methoxycarbonylpropanamide). Isolated yield 63.0%. RXN SMILES: Cl.[CH3:2][N:3]([CH2:11][C:12]#[C:13][CH2:14][N:15]1[CH2:19][CH2:18][CH2:17][CH2:16]1)[C:4](=[O:10])[CH2:5][CH2:6][C:7]([OH:9])=[O:8].[CH3:20]O>>[CH3:2][N:3]([CH2:11][C:12]#[C:13][CH2:14][N:15]1[CH2:16][CH2:17][CH2:18][CH2:19]1)[C:4](=[O:10])[CH2:5][CH2:6][C:7]([O:9][CH3:20])=[O:8]. Reported procedure: Dowex 50 resin (200 mg) which had been activated with HCl was added to a solution of N-Methyl-N-[4-(1-pyrrolidinyl)-2-butynyl]-3-carboxypropanamide (101 mg, 0.40 mmol) in MeOH (2 mL) and the suspension was vigorously stirred overnight. The resin was filtered off and washed thoroughly with TFA. The combined MeOH and TFA washes were evaporated under a stream of N2, neutralized with 2M Na2CO3 solution and the product was extracted into EtOAc (3× mL). The organic layer was dried over Na2CO3, evapora... Starting materials: O (Water), Br (hydrobromic acid), C(C)(C)(C)C1=CC=C(C=C1)\C(=C/[C@H]1CCC(N1)=O)\C1=NC(=C(C=C1)OC1=CC=CC=C1)OC ((5R)-5-[(E)-2-(4-tert-butylphenyl)-2-(6-methoxy-5-phenoxypyridin-2-yl)ethenyl]pyrrolidin-2-one), C(C)(C)(C)C1=CC=C(C=C1)\C(=C/[C@H]1CCC(N1)=O)\C1=NC(=CC=C1)OC ((5R)-5-[(E)-2-(4-tert-butylphenyl)-2-(6-methoxypyridin-2-yl)ethenyl]pyrrolidin-2-one). Run in O1CCOCC1 (1,4-dioxane). Run at temperature 65 celsius, time 30 minute. Yields the product C(C)(C)(C)C1=CC=C(C=C1)/C(=C\[C@@H]1NC(CC1)=O)/C1=CC=C(C(N1)=O)OC1=CC=CC=C1 (6-{(E)-1-(4-tert-Butylphenyl)-2-[(2R)-5-oxopyrrolidin-2-yl]ethenyl}-3-phenoxypyridin-2(1H)-one). As a reaction SMILES: Br.[C:2]([C:6]1[CH:11]=[CH:10][C:9](/[C:12](/[C:20]2[CH:25]=[CH:24][C:23]([O:26][C:27]3[CH:32]=[CH:31][CH:30]=[CH:29][CH:28]=3)=[C:22]([O:33]C)[N:21]=2)=[CH:13]\[C@@H:14]2[NH:18][C:17](=[O:19])[CH2:16][CH2:15]2)=[CH:8][CH:7]=1)([CH3:5])([CH3:4])[CH3:3].C(C1C=CC(/C(/C2C=CC=C(OC)N=2)=C\[C@@H]2NC(=O)CC2)=CC=1)(C)(C)C.O>O1CCOCC1>[C:2]([C:6]1[CH:11]=[CH:10][C:9](/[C:12](/[C:20]2[NH:21][C:22](=[O:33])[C:23]([O:26][C:27]3[CH:32]=[CH:31][CH:30]=[CH:29][CH:28]=3)=[CH:24][CH:25]=2)=[CH:13]\[C@H:14]2[CH2:15][CH2:16][C:17](=[O:19])[NH:18]2)=[CH:8][CH:7]=1)([CH3:5])([CH3:3])[CH3:4]. Procedure: 48% hydrobromic acid (2 mL) was added to a solution of the mixture of (5R)-5-[(E)-2-(4-tert-butylphenyl)-2-(6-methoxy-5-phenoxypyridin-2-yl)ethenyl]pyrrolidin-2-one and (5R)-5-[(E)-2-(4-tert-butylphenyl)-2-(6-methoxypyridin-2-yl)ethenyl]pyrrolidin-2-one (61 mg) in 1,4-dioxane (1 mL), and the mixture was stirred at 65° C. for 30 minutes. Water was added to the reaction solution, followed by extraction with ethyl acetate. The organic layer was washed with brine and dried over anhydrous magnesium s... The reactants are COC1=CC=C(C=C1)O (p-methoxyphenol), CC1CCCCC1 (methylcyclohexane), COC1=CC=C(C=C1)O (p-methoxyphenol). Yields the product COC1CCC(CC1)=O (p-methoxycyclohexanone). As a reaction SMILES: [CH3:1][O:2][C:3]1[CH:8]=[CH:7][C:6]([OH:9])=[CH:5][CH:4]=1.CC1CCCCC1>>[CH3:1][O:2][CH:3]1[CH2:8][CH2:7][C:6](=[O:9])[CH2:5][CH2:4]1. Reported procedure: The procedure of Example I was repeated, but the p-methoxyphenol was used in molten form without addition of methylcyclohexane. After a hydrogenation time of 380 minutes, 62.1% by weight of the p-methoxyphenol had reacted and p-methoxycyclohexanone had been formed in a yield of 46.5% by weight.